This data is from the Open Reaction Database (ORD), a public repository of structured organic reaction records. The task is: describe an organic reaction: reactants, conditions, products, and yield The reactants are CC(=O)Nc1ccc(N)cn1, O=C(O)c1cc2cc(F)ccc2n1Cc1cccc(F)c1. Product: CC(=O)Nc1ccc(NC(=O)c2cc3cc(F)ccc3n2Cc2cccc(F)c2)cn1. As a reaction SMILES: [C:22]([CH3:23])(=[O:24])[NH:25][c:26]1[cH:27][cH:28][c:29]([NH2:32])[cH:30][n:31]1.[F:1][c:2]1[cH:3][c:4]2[cH:5][c:6]([C:19](=[O:20])[OH:21])[n:7]([CH2:11][c:12]3[cH:13][c:14]([F:18])[cH:15][cH:16][cH:17]3)[c:8]2[cH:9][cH:10]1>>[F:1][c:2]1[cH:3][c:4]2[cH:5][c:6]([C:19](=[O:21])[NH:32][c:29]3[cH:28][cH:27][c:26]([NH:25][C:22]([CH3:23])=[O:24])[n:31][cH:30]3)[n:7]([CH2:11][c:12]3[cH:13][c:14]([F:18])[cH:15][cH:16][cH:17]3)[c:8]2[cH:9][cH:10]1. Reactants: Cc1cc(-c2cccc(C(=O)CC(=O)Nc3cc(C(F)(F)F)c(N(C)C)cc3NC(=O)OC(C)(C)C)c2)on1, ClCCl, O=C(O)C(F)(F)F. The product is Cc1cc(-c2cccc(C3=Nc4cc(N(C)C)c(C(F)(F)F)cc4NC(=O)C3)c2)on1. As a reaction SMILES: [C:1]([O:2][C:3](=[O:4])[NH:7][c:8]1[c:9]([NH:21][C:22]([CH2:23][C:24](=[O:5])[c:26]2[cH:27][c:28](-[c:32]3[cH:33][c:34]([CH3:37])[n:35][o:36]3)[cH:29][cH:30][cH:31]2)=[O:38])[cH:10][c:11]([C:17]([F:18])([F:19])[F:20])[c:12]([N:14]([CH3:15])[CH3:16])[cH:13]1)([CH3:6])([CH3:25])[CH3:39].[Cl:47][CH2:48][Cl:49].[F:40][C:41]([F:42])([F:43])[C:44]([OH:45])=[O:46]>>[N:7]1=[C:24]([c:26]2[cH:27][c:28](-[c:32]3[cH:33][c:34]([CH3:37])[n:35][o:36]3)[cH:29][cH:30][cH:31]2)[CH2:23][C:22](=[O:38])[NH:21][c:9]2[c:8]1[cH:13][c:12]([N:14]([CH3:15])[CH3:16])[c:11]([C:17]([F:18])([F:19])[F:20])[cH:10]2.